From a dataset of the Open Reaction Database (ORD), a public repository of structured organic reaction records. describe an organic reaction: reactants, conditions, products, and yield Starting materials: ClC1=NC=CC(=C1)OC=1C=NC(=CC1)[N+](=O)[O-] (2-chloro-4-((6-nitropyridin-3-yl)oxy)pyridine), C(=O)([O-])[O-].[Cs+].[Cs+] (Cs2CO3), C1(CC1)C(=O)N (cyclopropylcarboxamide). The reagents and catalysts are C=1C=CC(=CC1)/C=C/C(=O)/C=C/C2=CC=CC=C2.C=1C=CC(=CC1)/C=C/C(=O)/C=C/C2=CC=CC=C2.C=1C=CC(=CC1)/C=C/C(=O)/C=C/C2=CC=CC=C2.[Pd].[Pd] (Pd2(dba)3), CC(C)C1=CC(=C(C(=C1)C(C)C)C2=C(C=CC=C2)P(C3CCCCC3)C4CCCCC4)C(C)C (XPhos). Run in O1CCOCC1 (dioxane). Product: [N+](=O)([O-])C1=CC=C(C=N1)OC1=CC(=NC=C1)NC(=O)C1CC1 (N-(4-((6-nitropyridin-3-yl)oxy)pyridin-2-yl)cyclopropanecarboxamide). Isolated yield 63.7%. As a reaction SMILES: Cl[C:2]1[CH:7]=[C:6]([O:8][C:9]2[CH:10]=[N:11][C:12]([N+:15]([O-:17])=[O:16])=[CH:13][CH:14]=2)[CH:5]=[CH:4][N:3]=1.C([O-])([O-])=O.[Cs+].[Cs+].[CH:24]1([C:27]([NH2:29])=[O:28])[CH2:26][CH2:25]1>O1CCOCC1.C1C=CC(/C=C/C(/C=C/C2C=CC=CC=2)=O)=CC=1.C1C=CC(/C=C/C(/C=C/C2C=CC=CC=2)=O)=CC=1.C1C=CC(/C=C/C(/C=C/C2C=CC=CC=2)=O)=CC=1.[Pd].[Pd].CC(C1C=C(C(C)C)C(C2C=CC=CC=2P(C2CCCCC2)C2CCCCC2)=C(C(C)C)C=1)C>[N+:15]([C:12]1[N:11]=[CH:10][C:9]([O:8][C:6]2[CH:5]=[CH:4][N:3]=[C:2]([NH:29][C:27]([CH:24]3[CH2:26][CH2:25]3)=[O:28])[CH:7]=2)=[CH:14][CH:13]=1)([O-:17])=[O:16] |f:1.2.3,6.7.8.9.10|. Reported procedure: A suspension of Example A1 (2.00 g, 7.95 mmol), Cs2CO3 (5.00 g, 15.35 mmol), XPhos (0.200 g, 0.420 mmol), Pd2(dba)3 (0.200 g, 0.218 mmol) and cyclopropylcarboxamide (1.00 g, 11.75 mmol) in dioxane (20 mL) was heated at 90° C. under argon overnight. The mixture was cooled to RT and the solids removed via filtration and washed with DCM and THF. The filtrate was concentrated to dryness and purified via silica gel chromatography (EtOAc/Hex) to afford N-(4-((6-nitropyridin-3-yl)oxy)pyridin-2-yl)cyclo...